From a dataset of the Open Reaction Database (ORD), a public repository of structured organic reaction records. describe an organic reaction: reactants, conditions, products, and yield The reactants are [H-].[Na+] (sodium hydride), COCOC1=C(C=C(C=CCCl)C=C1)[N+](=O)[O-] (4-methoxymethoxy-3-nitrocinnamyl chloride), O (water), ClC1=CC=C(C=C1)S (p-chlorothiophenol). Solvent: O1CCCC1 (tetrahydrofuran), O1CCCC1 (tetrahydrofuran). Reaction conditions: time 30 minute. The product is ClC1=CC=C(C=C1)SCC=CC=1C=CC(=C(C1)[N+](=O)[O-])OCOC (5-[3-(4-chlorophenylthio)-1-propenyl]-2-methoxymethoxy nitrobenzene). The yield is 77.2%. Reaction SMILES: [H-].[Na+].[Cl:3][C:4]1[CH:9]=[CH:8][C:7]([SH:10])=[CH:6][CH:5]=1.[CH3:11][O:12][CH2:13][O:14][C:15]1[CH:24]=[CH:23][C:18]([CH:19]=[CH:20][CH2:21]Cl)=[CH:17][C:16]=1[N+:25]([O-:27])=[O:26].O>O1CCCC1>[Cl:3][C:4]1[CH:9]=[CH:8][C:7]([S:10][CH2:21][CH:20]=[CH:19][C:18]2[CH:23]=[CH:24][C:15]([O:14][CH2:13][O:12][CH3:11])=[C:16]([N+:25]([O-:27])=[O:26])[CH:17]=2)=[CH:6][CH:5]=1 |f:0.1|. Procedure: Under a current of argon, a solution having 251 mg of sodium hydride suspended in 10 ml of tetrahydrofuran and 906 mg of p-chlorothiophenol added thereto as kept cooled with ice were stirred for 30 minutes and the produced mixture and a solution of 1.62 g of 4-methoxymethoxy-3-nitrocinnamyl chloride in 5 ml tetrahydrofuran added thereto were stirred at normal room temperature for 14 hours. The resultant reaction mixture was combined with water and extracted from ethyl acetate. The consequently s... The reactants are O=C([O-])[O-], O=C(NC1CCNCC1NC(=O)c1ccc(-n2ccccc2=O)cc1)OCc1ccccc1, CC#N, [Na+], [Na+]. The product is CC(C)N1CCC(NC(=O)OCc2ccccc2)C(NC(=O)c2ccc(-n3ccccc3=O)cc2)C1. As a reaction SMILES: [C:34](=[O:35])([O-:36])[O-:37].[CH2:1]([c:2]1[cH:3][cH:4][cH:5][cH:6][cH:7]1)[O:8][C:9]([NH:10][CH:11]1[CH:12]([NH:17][C:18]([c:19]2[cH:20][cH:21][c:22](-[n:25]3[c:26](=[O:31])[cH:27][cH:28][cH:29][cH:30]3)[cH:23][cH:24]2)=[O:32])[CH2:13][NH:14][CH2:15][CH2:16]1)=[O:33].[CH3:40][C:41]#[N:42].[Na+:38].[Na+:39]>>[CH2:1]([c:2]1[cH:3][cH:4][cH:5][cH:6][cH:7]1)[O:8][C:9]([NH:10][CH:11]1[CH:12]([NH:17][C:18]([c:19]2[cH:20][cH:21][c:22](-[n:25]3[c:26](=[O:31])[cH:27][cH:28][cH:29][cH:30]3)[cH:23][cH:24]2)=[O:32])[CH2:13][N:14]([CH:41]([CH3:34])[CH3:40])[CH2:15][CH2:16]1)=[O:33]. Reactants: COC(C1=C(C=C(C=C1)CN=[N+]=[N-])C1=CC=CC=C1)=O (4-Azidomethyl-2-phenylbenzoic Acid Methyl Ester), Cl.COC([C@@H](NC(C1=C(C=C(C=C1)N)C1=CC=CC=C1)=O)CCSC)=O (4-amino-2-phenylbenzoyl methionine methyl ester hydrochloride), [OH-].[Na+] (sodium hydroxide), Cl.COC([C@@H](N)CCSC)=O (methionine methyl ester hydrochloride). The solvent is CO (methanol). Product: COC([C@@H](NC(C1=C(C=C(C=C1)CN=[N+]=[N-])C1=CC=CC=C1)=O)CCSC)=O ([4-Azidomethyl-2-phenylbenzoyl]methionine Methyl Ester). As a reaction SMILES: CO[C:3](=[O:20])[C:4]1[CH:9]=[CH:8][C:7]([CH2:10][N:11]=[N+:12]=[N-:13])=[CH:6][C:5]=1[C:14]1[CH:19]=[CH:18][CH:17]=[CH:16][CH:15]=1.[OH-].[Na+].Cl.[CH3:24][O:25][C:26](=[O:33])[C@H:27]([CH2:29][CH2:30][S:31][CH3:32])[NH2:28].Cl.COC(=O)[C@H](CCSC)NC(=O)C1C=CC(N)=CC=1C1C=CC=CC=1>CO>[CH3:24][O:25][C:26](=[O:33])[C@H:27]([CH2:29][CH2:30][S:31][CH3:32])[NH:28][C:3](=[O:20])[C:4]1[CH:9]=[CH:8][C:7]([CH2:10][N:11]=[N+:12]=[N-:13])=[CH:6][C:5]=1[C:14]1[CH:15]=[CH:16][CH:17]=[CH:18][CH:19]=1 |f:1.2,3.4,5.6|. Procedure details: The desired compound was prepared by saponification of the product of Example 332A using sodium hydroxide in refluxing aqueous methanol, followed by coupling of the resulting acid with methionine methyl ester hydrochloride using the procedure of step C in the preparation of compound 8. The reactants are O (water), C(=O)C=1C=C(C=CC1)C(C=1C=NC=CC1)=NOCCCCC(=O)O (5-[[[(3-formylphenyl)(3-pyridinyl)methylen]amino]oxy]pentanoic acid). The reagents and catalysts are [Ag-]=O (silver(I) oxide). Solvent: C(C)O (ethanol). Run at time 1 hour. Product: C(=O)(O)CCCCON=C(C=1C=C(C(=O)O)C=CC1)C=1C=NC=CC1 (3-[[(4-carboxybutoxy)imino](3-pyridinyl)methyl]benzoic acid). RXN SMILES: [OH2:1].[CH:2]([C:4]1[CH:5]=[C:6]([C:10](=[N:17][O:18][CH2:19][CH2:20][CH2:21][CH2:22][C:23]([OH:25])=[O:24])[C:11]2[CH:12]=[N:13][CH:14]=[CH:15][CH:16]=2)[CH:7]=[CH:8][CH:9]=1)=[O:3]>[Ag-]=O.C(O)C>[C:23]([CH2:22][CH2:21][CH2:20][CH2:19][O:18][N:17]=[C:10]([C:11]1[CH:12]=[N:13][CH:14]=[CH:15][CH:16]=1)[C:6]1[CH:5]=[C:4]([CH:9]=[CH:8][CH:7]=1)[C:2]([OH:1])=[O:3])([OH:25])=[O:24]. Procedure: A mixture of 6.5 parts of silver(I) oxide, 50 parts of water, 63 parts of ethanol and 6.5 parts of 5-[[[(3-formylphenyl)(3-pyridinyl)methylen]amino]oxy]pentanoic acid is stirred for 1 hour at a somewhat elevated temperature to give 3-[[(4-carboxybutoxy)imino](3-pyridinyl)methyl]benzoic acid (compound 126). Reactants: CC1CN(CCN1CC1=CC=C(C=C1)C1=CC=CC=C1)C(=O)OC(C)(C)C (tert-butyl 3-methyl-4-[(4-phenylphenyl)methyl]piperazine-1-carboxylate), FC(C(=O)O)(F)F (Trifluoroacetic acid). Solvent: ClCCl (dichloromethane). Run at time 8 hour. Yields the product CC1N(CCNC1)CC1=CC=C(C=C1)C1=CC=CC=C1 (2-methyl-1-[(4-phenylphenyl)methyl]piperazine). Isolated yield 121.8%. RXN SMILES: [CH3:1][CH:2]1[N:7]([CH2:8][C:9]2[CH:14]=[CH:13][C:12]([C:15]3[CH:20]=[CH:19][CH:18]=[CH:17][CH:16]=3)=[CH:11][CH:10]=2)[CH2:6][CH2:5][N:4](C(OC(C)(C)C)=O)[CH2:3]1.FC(F)(F)C(O)=O>ClCCl>[CH3:1][CH:2]1[CH2:3][NH:4][CH2:5][CH2:6][N:7]1[CH2:8][C:9]1[CH:14]=[CH:13][C:12]([C:15]2[CH:20]=[CH:19][CH:18]=[CH:17][CH:16]=2)=[CH:11][CH:10]=1. Procedure: A 100 mL round-bottom flask was charged with tert-butyl 3-methyl-4-[(4-phenylphenyl)methyl]piperazine-1-carboxylate (600 mg, 1.64 mmol, 1.00 equiv), dichloromethane (25 mL). Trifluoroacetic acid (1 mL) was added dropwise. The resulting solution was stirred overnight at room temperature. The resulting solution was concentrated under reduced pressure to yield 532 mg (crude) of 2-methyl-1-[(4-phenylphenyl)methyl]piperazine as brown oil. LCMS (ESI, m/z): 267 [M+H]+. The reactants are CN(C)C=O, CCOC(C)=O, O, Oc1cc(O)cc(F)c1, O=P(Cl)(Cl)Cl. Product: O=Cc1c(O)cc(O)cc1F. Reaction SMILES: [CH3:1][N:2]([CH:3]=[O:4])[CH3:5].[CH3:21][CH2:22][O:23][C:24](=[O:25])[CH3:26].[OH2:20].[OH:11][c:12]1[cH:13][c:14]([F:19])[cH:15][c:16]([OH:18])[cH:17]1.[P:6]([Cl:7])([Cl:8])([Cl:9])=[O:10]>>[CH:3](=[O:4])[c:13]1[c:12]([OH:11])[cH:17][c:16]([OH:18])[cH:15][c:14]1[F:19]. The reactants are BrCCOCCN1S(N(C2=C1C=CC=C2)C2=C(C=CC=C2F)F)(=O)=O (1-[2-(2-bromoethoxy)ethyl]-3-(2,6-difluorophenyl)-1,3-dihydro-2,1,3-benzothiadiazole 2,2-dioxide), C1(CCC1)N (cyclobutylamine). Solvent: CO (methanol). Product: FC1=C(C(=CC=C1)F)N1S(N(C2=C1C=CC=C2)CCOCCNC2CCC2)(=O)=O (N-(2-{2-[3-(2,6-difluorophenyl)-2,2-dioxido-2,1,3-benzothiadiazol-1(3H)-yl]ethoxy}ethyl)cyclobutanamine). As a reaction SMILES: Br[CH2:2][CH2:3][O:4][CH2:5][CH2:6][N:7]1[C:11]2[CH:12]=[CH:13][CH:14]=[CH:15][C:10]=2[N:9]([C:16]2[C:21]([F:22])=[CH:20][CH:19]=[CH:18][C:17]=2[F:23])[S:8]1(=[O:25])=[O:24].[CH:26]1([NH2:30])[CH2:29][CH2:28][CH2:27]1>CO>[F:23][C:17]1[CH:18]=[CH:19][CH:20]=[C:21]([F:22])[C:16]=1[N:9]1[C:10]2[CH:15]=[CH:14][CH:13]=[CH:12][C:11]=2[N:7]([CH2:6][CH2:5][O:4][CH2:3][CH2:2][NH:30][CH:26]2[CH2:29][CH2:28][CH2:27]2)[S:8]1(=[O:25])=[O:24]. Procedure details: In an analogous manner to general procedure V, 1-[2-(2-bromoethoxy)ethyl]-3-(2,6-difluorophenyl)-1,3-dihydro-2,1,3-benzothiadiazole 2,2-dioxide (0.1 g, 0.23 mmol) was treated with cyclobutylamine (0.8 mL, 9.2 mmol) in methanol to give N-(2-{2-[3-(2,6-difluorophenyl)-2,2-dioxido-2,1,3-benzothiadiazol-1(3H)-yl]ethoxy}ethyl)cyclobutanamine which was treated with 1N hydrochloric acid in ether to give its hydrochloride salt as a white solid (0.59 g, 56%). HRMS: calcd for C20H23F2N3O3S+H+, 424.15009; ...